From a dataset of the Open Reaction Database (ORD), a public repository of structured organic reaction records. describe an organic reaction: reactants, conditions, products, and yield As a reaction SMILES: [CH3:48][S:49]([CH3:50])=[O:51].[CH:38]([N:39]([CH2:40][CH3:41])[CH:42]([CH3:43])[CH3:44])([CH3:45])[CH3:46].[F:28][c:29]1[cH:30][cH:31][c:32]([N+:35](=[O:36])[O-:37])[cH:33][cH:34]1.[NH2:1][c:2]1[c:3]([C:4](=[O:5])[NH:6][CH2:7][c:8]2[s:9][c:10]([O:13][c:14]3[cH:15][cH:16][cH:17][cH:18][cH:19]3)[cH:11][cH:12]2)[cH:20][cH:21][c:22]([NH:24][CH2:25][CH2:26][NH2:27])[n:23]1.[OH2:47]>>[NH2:1][c:2]1[c:3]([C:4](=[O:5])[NH:6][CH2:7][c:8]2[s:9][c:10]([O:13][c:14]3[cH:15][cH:16][cH:17][cH:18][cH:19]3)[cH:11][cH:12]2)[cH:20][cH:21][c:22]([NH:24][CH2:25][CH2:26][NH:27][c:29]2[cH:30][cH:31][c:32]([N+:35](=[O:36])[O-:37])[cH:33][cH:34]2)[n:23]1. Yields the product Nc1nc(NCCNc2ccc([N+](=O)[O-])cc2)ccc1C(=O)NCc1ccc(Oc2ccccc2)s1. Reactants: CS(C)=O, CCN(C(C)C)C(C)C, O=[N+]([O-])c1ccc(F)cc1, NCCNc1ccc(C(=O)NCc2ccc(Oc3ccccc3)s2)c(N)n1, O. Reaction SMILES: Cl[CH:2]([C:4]1[CH:9]=[CH:8][CH:7]=[CH:6][C:5]=1[CH2:10][CH:11]([CH3:13])[CH3:12])[CH3:3].[C-:14]#[N:15].[Na+]>CS(C)=O>[C:14]([CH:2]([C:4]1[CH:9]=[CH:8][CH:7]=[CH:6][C:5]=1[CH2:10][CH:11]([CH3:12])[CH3:13])[CH3:3])#[N:15] |f:1.2|. Product: C(#N)C(C)C1=C(C=CC=C1)CC(C)C (1-cyano-1-(isobutylphenyl)ethane). Reactants: ClC(C)C1=C(C=CC=C1)CC(C)C (1-chloro-1-(isobutylphenyl)ethane), ClC(C)C1=C(C=CC=C1)CC(C)C (1-chloro-1-(isobutylphenyl)ethane), 17g, [C-]#N.[Na+] (sodium cyanide). Run in 126g, CS(=O)C (dimethyl sulfoxide). Reported procedure: Crude 1-chloro-1-(isobutylphenyl)ethane containing 47g of 1-chloro-1-(isobutylphenyl)ethane was added to a mixture of 17g of sodium cyanide in 126g of dimethyl sulfoxide (DMSO). The reaction mixture was heated to 80° C. with agitation for 10 hours, after which the DMSO and inorganic salts were removed by water washing to yield 1-cyano-1-(isobutylphenyl)ethane. The crude nitrile was reacted with excess 50% sodium hydroxide at 135.C for four hours to form the sodium salt of 2-(isobutylphenyl)propi... Conditions: temperature 80 celsius.